Task: describe an organic reaction: reactants, conditions, products, and yield. Dataset: the Open Reaction Database (ORD), a public repository of structured organic reaction records The solvent is C1=CC=CC=C1 (benzene). The reactants are C=O (paraformaldehyde), C(C)OC([C@@H](N)C(C1=CNC2=CC=CC=C12)COC)=O (beta-methoxymethyl-tryptophane-ethylester), O (water). Isolated yield 30.6%. As a reaction SMILES: [CH2:1]([O:3][C:4](=[O:20])[C@H:5]([CH:7]([CH2:17][O:18][CH3:19])[C:8]1[C:16]2[C:11](=[CH:12][CH:13]=[CH:14][CH:15]=2)[NH:10][CH:9]=1)[NH2:6])[CH3:2].[CH2:21]=O.O>C1C=CC=CC=1>[CH2:1]([O:3][C:4]([C:5]1[N:6]=[CH:21][C:9]2[NH:10][C:11]3[C:16]([C:8]=2[C:7]=1[CH2:17][O:18][CH3:19])=[CH:15][CH:14]=[CH:13][CH:12]=3)=[O:20])[CH3:2]. Product: C(C)OC(=O)C=1N=CC=2NC3=CC=CC=C3C2C1COC (4-methoxymethyl-beta-carboline-3-carboxylic-acid-ethylester). Procedure details: 20.3 g of beta-methoxymethyl-tryptophane-ethylester is dissolved in 350 ml of benzene, mixed with 2.48 g of paraformaldehyde and heated for 3.5 h in the water separator. After cooling, the benzene is distilled off, the residue is absorbed in 350 ml of toluene, and after adding 4.5 g of 10% palladium carbon, the mixture is heated with reflux for 20 h. The cooled solution is filtered and concentrated. The residue is chromatographed on silica gel with hexane/ethyl-acetate. The crystallization of th... The reactants are CCOC(C)=O, CCO, [K+], CCOC(=O)C(O)C(Sc1cc(Oc2ccccc2)ccc1N)c1ccc(OC)c(F)c1, O, O=S(=O)([O-])O. Product: COc1ccc(C(Sc2cc(Oc3ccccc3)ccc2N)C(O)C(=O)O)cc1F. RXN SMILES: [CH3:34][CH2:35][O:36][C:37](=[O:38])[CH3:39].[CH3:46][CH2:47][OH:48].[K+:45].[NH2:1][c:2]1[c:3]([S:15][CH:16]([CH:17]([C:18](=[O:19])[O:20][CH2:21][CH3:22])[OH:23])[c:24]2[cH:25][c:26]([F:32])[c:27]([O:30][CH3:31])[cH:28][cH:29]2)[cH:4][c:5]([O:8][c:9]2[cH:10][cH:11][cH:12][cH:13][cH:14]2)[cH:6][cH:7]1.[OH2:33].[S:40]([O-:41])([OH:42])(=[O:43])=[O:44]>>[NH2:1][c:2]1[c:3]([S:15][CH:16]([CH:17]([C:18](=[O:19])[OH:20])[OH:23])[c:24]2[cH:25][c:26]([F:32])[c:27]([O:30][CH3:31])[cH:28][cH:29]2)[cH:4][c:5]([O:8][c:9]2[cH:10][cH:11][cH:12][cH:13][cH:14]2)[cH:6][cH:7]1. The reactants are FC(C(=O)O)(F)F (trifluoroacetic acid), COC[C@H](C)NC(=O)C1=CN(C2=NC=C(N=C21)C=2N=CN1C2C(=CC(=C1)F)F)COCC[Si](C)(C)C (2-(6,8-difluoro-imidazo[1,5-a]pyridin-1-yl)-5-(2-trimethylsilanyl-ethoxymethyl)-5H-pyrrolo[2,3-b]pyrazine-7-carboxylic acid ((S)-2-methoxy-1-methyl-ethyl)-amide), C(CN)N (ethylenediamine). Run in ClCCl (dichloromethane). Run at time 2 hour. The product is COC[C@H](C)NC(=O)C1=CNC2=NC=C(N=C21)C=2N=CN1C2C(=CC(=C1)F)F (2-(6,8-difluoro-imidazo[1,5-a]pyridin-1-yl)-5H-pyrrolo[2,3-b]pyrazine-7-carboxylic acid ((S)-2-methoxy-1-methyl-ethyl)-amide). Isolated yield 76.6%. Reaction SMILES: [CH3:1][O:2][CH2:3][C@@H:4]([NH:6][C:7]([C:9]1[C:17]2[C:12](=[N:13][CH:14]=[C:15]([C:18]3[N:19]=[CH:20][N:21]4[CH:26]=[C:25]([F:27])[CH:24]=[C:23]([F:28])[C:22]=34)[N:16]=2)[N:11](COCC[Si](C)(C)C)[CH:10]=1)=[O:8])[CH3:5].FC(F)(F)C(O)=O.C(N)CN>ClCCl>[CH3:1][O:2][CH2:3][C@@H:4]([NH:6][C:7]([C:9]1[C:17]2[C:12](=[N:13][CH:14]=[C:15]([C:18]3[N:19]=[CH:20][N:21]4[CH:26]=[C:25]([F:27])[CH:24]=[C:23]([F:28])[C:22]=34)[N:16]=2)[NH:11][CH:10]=1)=[O:8])[CH3:5]. Procedure details: In a round-bottomed flask, 2-(6,8-difluoro-imidazo[1,5-a]pyridin-1-yl)-5-(2-trimethylsilanyl-ethoxymethyl)-5H-pyrrolo[2,3-b]pyrazine-7-carboxylic acid ((S)-2-methoxy-1-methyl-ethyl)-amide (134 mg, 0.25 mmol) was dissolved in dichloromethane (1.2 ml) and trifluoroacetic acid (0.75 ml, 9.8 mmol) was added. The reaction mixture was stirred at room temperature for 2 h then concentrated. The residue was dissolved in dichloromethane (1.2 ml) and ethylenediamine (1.0 ml, 14.8 mmol) was added. The yello... Starting materials: CN(C)C=O, ClCCC1CCNC1, Clc1ccc(Cl)nn1, Cl, [Na+], [Na+], O=C([O-])[O-], O. Yields the product ClCCC1CCN(c2ccc(Cl)nn2)C1. Reaction SMILES: [CH3:24][N:25]([CH3:26])[CH:27]=[O:28].[Cl:10][CH2:11][CH2:12][CH:13]1[CH2:14][NH:15][CH2:16][CH2:17]1.[Cl:1][c:2]1[n:3][n:4][c:5]([Cl:8])[cH:6][cH:7]1.[ClH:9].[Na+:18].[Na+:19].[O-:20][C:21](=[O:22])[O-:23].[OH2:29]>>[c:2]1([N:15]2[CH2:14][CH:13]([CH2:12][CH2:11][Cl:10])[CH2:17][CH2:16]2)[n:3][n:4][c:5]([Cl:8])[cH:6][cH:7]1. Starting materials: ClCC1=CC=C(N=N1)C=1C=C(C(=O)N(C)C)C=CC1F (3-(6-(Chloromethyl)pyridazin-3-yl)-4-fluoro-N,N-dimethylbenzamide), [N-]=[N+]=[N-].[Na+] (NaN3). The solvent is CN(C)C=O (DMF). Run at time 15 hour. Yields the product N(=[N+]=[N-])CC1=CC=C(N=N1)C=1C=C(C(=O)N(C)C)C=CC1F (3-(6-(azidomethyl)pyridazin-3-yl)-4-fluoro-N,N-dimethylbenzamide). Isolated yield 71.2%. RXN SMILES: Cl[CH2:2][C:3]1[N:8]=[N:7][C:6]([C:9]2[CH:10]=[C:11]([CH:17]=[CH:18][C:19]=2[F:20])[C:12]([N:14]([CH3:16])[CH3:15])=[O:13])=[CH:5][CH:4]=1.[N-:21]=[N+:22]=[N-:23].[Na+]>CN(C=O)C>[N:21]([CH2:2][C:3]1[N:8]=[N:7][C:6]([C:9]2[CH:10]=[C:11]([CH:17]=[CH:18][C:19]=2[F:20])[C:12]([N:14]([CH3:16])[CH3:15])=[O:13])=[CH:5][CH:4]=1)=[N+:22]=[N-:23] |f:1.2|. Procedure details: 3-(6-(Chloromethyl)pyridazin-3-yl)-4-fluoro-N,N-dimethylbenzamide (470 mg, 1.60 mmol) was treated with NaN3 (312 mg, 4.80 mmol) and DMF (5 mL) and stirred at RT for 15 h. The reaction mixture was extracted with EtOAc and the organic layer was washed with water and brine (2×30 mL), dried over MgSO4, filtered and concentrated. Purification of the crude material by silica gel chromatography (30-100% EtOAc in hexanes) afforded 3-(6-(azidomethyl)pyridazin-3-yl)-4-fluoro-N,N-dimethylbenzamide (341 mg,...